Dataset: the Open Reaction Database (ORD), a public repository of structured organic reaction records. Task: describe an organic reaction: reactants, conditions, products, and yield Reactants: BrB(Br)Br, COc1ccc(-c2cc(F)c(C#N)c(F)c2)cc1, ClCCl, O. The product is N#Cc1c(F)cc(-c2ccc(O)cc2)cc1F. RXN SMILES: [B:1]([Br:2])([Br:3])[Br:4].[C:5](#[N:6])[c:7]1[c:8]([F:22])[cH:9][c:10](-[c:14]2[cH:15][cH:16][c:17]([O:20][CH3:21])[cH:18][cH:19]2)[cH:11][c:12]1[F:13].[Cl:24][CH2:25][Cl:26].[OH2:23]>>[C:5](#[N:6])[c:7]1[c:8]([F:22])[cH:9][c:10](-[c:14]2[cH:15][cH:16][c:17]([OH:20])[cH:18][cH:19]2)[cH:11][c:12]1[F:13]. Reactants: CC(=O)O[BH-](OC(C)=O)OC(C)=O, CCc1nc2ccccc2n1-c1nc(N2CCOCC2)c2nc(C=O)n(C)c2n1, O=C(C1CCNC1)N1CCCC1, [Na+]. Product: CCc1nc2ccccc2n1-c1nc(N2CCOCC2)c2nc(CN3CCC(C(=O)N4CCCC4)C3)n(C)c2n1. RXN SMILES: [C:42]([O:43][BH-:44]([O:45][C:46](=[O:47])[CH3:48])[O:49][C:50](=[O:51])[CH3:52])(=[O:53])[CH3:54].[CH2:1]([CH3:2])[c:3]1[n:4][c:5]2[c:6]([n:7]1-[c:8]1[n:9][c:10]([N:20]3[CH2:21][CH2:22][O:23][CH2:24][CH2:25]3)[c:11]3[n:12][c:13]([CH:18]=[O:19])[n:14]([CH3:17])[c:15]3[n:16]1)[cH:26][cH:27][cH:28][cH:29]2.[N:30]1([C:35](=[O:36])[CH:37]2[CH2:38][NH:39][CH2:40][CH2:41]2)[CH2:31][CH2:32][CH2:33][CH2:34]1.[Na+:55]>>[CH2:1]([CH3:2])[c:3]1[n:4][c:5]2[c:6]([n:7]1-[c:8]1[n:9][c:10]([N:20]3[CH2:21][CH2:22][O:23][CH2:24][CH2:25]3)[c:11]3[n:12][c:13]([CH2:18][N:39]4[CH2:38][CH:37]([C:35]([N:30]5[CH2:31][CH2:32][CH2:33][CH2:34]5)=[O:36])[CH2:41][CH2:40]4)[n:14]([CH3:17])[c:15]3[n:16]1)[cH:26][cH:27][cH:28][cH:29]2. The reactants are ClC1=CC=C(C(C)(C)SCCl)C=C1 (chloromethyl p-chloro-α,α-dimethyl- benzyl sulfide), P(OCC)(OCC)(=S)[S-].[K+] (potassium O,O-diethyl phosphorodithioate). Run in CC(=O)C (acetone), CC(=O)C (acetone). The product is P(OCC)(OCC)(=S)SCSC(C1=CC=C(C=C1)Cl)(C)C (S-(p-Chloro-α,α-Dimethylbenzylthio)methyl O,O-Diethyl Phosphorodithioate). Reaction SMILES: [Cl:1][C:2]1[CH:13]=[CH:12][C:5]([C:6]([S:9][CH2:10]Cl)([CH3:8])[CH3:7])=[CH:4][CH:3]=1.[P:14]([S-:22])(=[S:21])([O:18][CH2:19][CH3:20])[O:15][CH2:16][CH3:17].[K+]>CC(C)=O>[P:14]([S:22][CH2:10][S:9][C:6]([CH3:8])([CH3:7])[C:5]1[CH:12]=[CH:13][C:2]([Cl:1])=[CH:3][CH:4]=1)(=[S:21])([O:18][CH2:19][CH3:20])[O:15][CH2:16][CH3:17] |f:1.2|. Reported procedure: To 32.5 g. of chloromethyl p-chloro-α,α-dimethyl- benzyl sulfide (prepared from p-chloro-α,α-dimethyl α -toluenethiol obtained as in Example 1 from p-chloro-α,α-dimethylbenzyl alcohol) in 250 ml. of acetone is added 23.4 g. of potassium O,O-diethyl phosphorodithioate. After stirring the mixture for several hours at room temperature the bulk of the acetone is removed under vacuum and the residue is mixed with methylene chloride. The methylene chloride mixture is washed with water and then dried o... Run at time 10 minute. Procedure details: 4-(Benzothiophen-2-yl)-1,2,3,6-tetrahydropyridine hydrochloride (250 mg, 0.99 mmol) was dissolved in DMF (5 ml), potassium carbonate (412 mg, 2.9 mmol) added, and the reaction mixture stirred at room temperature for 10 minutes. 4-Chlorobenzyl bromide (306 mg, 1.5 mmol) was added and the resulting reaction mixture stirred at room temperature overnight. After dilution with water (50 ml), the product was extracted into ethyl acetate (3×40 ml). The combined organic layers were washed with brine (100... The yield is 17.8%. Starting materials: C([O-])([O-])=O.[K+].[K+] (potassium carbonate), Cl.S1C(=CC2=C1C=CC=C2)C=2CCNCC2 (4-(Benzothiophen-2-yl)-1,2,3,6-tetrahydropyridine hydrochloride), ClC1=CC=C(CBr)C=C1 (4-Chlorobenzyl bromide). Reaction SMILES: Cl.[S:2]1[C:6]2[CH:7]=[CH:8][CH:9]=[CH:10][C:5]=2[CH:4]=[C:3]1[C:11]1[CH2:12][CH2:13][NH:14][CH2:15][CH:16]=1.C(=O)([O-])[O-].[K+].[K+].[Cl:23][C:24]1[CH:31]=[CH:30][C:27]([CH2:28]Br)=[CH:26][CH:25]=1>CN(C=O)C>[S:2]1[C:6]2[CH:7]=[CH:8][CH:9]=[CH:10][C:5]=2[CH:4]=[C:3]1[C:11]1[CH2:12][CH2:13][N:14]([CH2:28][C:27]2[CH:30]=[CH:31][C:24]([Cl:23])=[CH:25][CH:26]=2)[CH2:15][CH:16]=1 |f:0.1,2.3.4|. Product: S1C(=CC2=C1C=CC=C2)C=2CCN(CC2)CC2=CC=C(C=C2)Cl (4-(Benzothiophen-2-yl)-1-(4-chlorobenzyl)-1,2,3,6-tetrahydropyridine). The solvent is CN(C)C=O (DMF). The reactants are NC1=C(C(=O)NC2=CC(=C(C=C2)Cl)Cl)C=CC=C1 (2-Amino-N-(3,4-dichlorophenyl)-benzamide), C(C)OC(C)(OCC)OCC (1,1,1-triethoxy-ethane). Solvent: O (water). Product: CC1=NC2=CC=CC=C2C(N1C1=CC(=C(C=C1)Cl)Cl)=O (2-Methyl-3-(3,4-dichlorophenyl)-3H-quinazolin-4-one). As a reaction SMILES: [NH2:1][C:2]1[CH:18]=[CH:17][CH:16]=[CH:15][C:3]=1[C:4]([NH:6][C:7]1[CH:12]=[CH:11][C:10]([Cl:13])=[C:9]([Cl:14])[CH:8]=1)=[O:5].[CH2:19](OC(OCC)(OCC)C)[CH3:20]>O>[CH3:19][C:20]1[N:6]([C:7]2[CH:12]=[CH:11][C:10]([Cl:13])=[C:9]([Cl:14])[CH:8]=2)[C:4](=[O:5])[C:3]2[C:2](=[CH:18][CH:17]=[CH:16][CH:15]=2)[N:1]=1. Procedure: A mixture of 62 (2.8 g, 0.009 mol) and 1,1,1-triethoxy-ethane (5.2 mL, 0.028 mol) were heated for 5 hours. The reaction mixture was poured into water, filtered, washed with water yielding compound 63 (55%). After recrystallization from EtOH, the material was used in next step without further purification. Reactants: CCN1c2ccccc2C(CS(=O)(=O)O)=CC1(C)C, CCNCC, CCN1c2ccccc2C(CS(=O)(=O)N2CCC(C(=O)OC)CC2)=CC1(C)C, CCO, ClC(Cl)Cl, [Cl-]. The product is CCN1c2ccccc2C(CS(=O)(=O)N(CC)CC)=CC1(C)C. Reaction SMILES: [CH2:30]([N:31]1[c:32]2[c:33]([cH:34][cH:35][cH:36][cH:37]2)[C:38]([CH2:39][S:40]([OH:41])(=[O:42])=[O:43])=[CH:44][C:45]1([CH3:46])[CH3:47])[CH3:48].[CH2:49]([NH:50][CH2:51][CH3:52])[CH3:53].[CH3:1][O:2][C:3]([CH:4]1[CH2:6][CH2:7][N:8]([S:11](=[O:12])(=[O:13])[CH2:14][C:15]2=[CH:16][C:17]([CH3:27])([CH3:28])[N:18]([CH2:25][CH3:26])[c:19]3[cH:20][cH:21][cH:22][cH:23][c:24]32)[CH2:9][CH2:10]1)=[O:5].[CH3:58][CH2:59][OH:60].[CH:54]([Cl:55])([Cl:56])[Cl:57].[Cl-:29]>>[CH3:6][CH2:7][N:8]([CH2:9][CH3:10])[S:11](=[O:12])(=[O:13])[CH2:14][C:15]1=[CH:16][C:17]([CH3:27])([CH3:28])[N:18]([CH2:25][CH3:26])[c:19]2[cH:20][cH:21][cH:22][cH:23][c:24]21. The product is Brc1cccc(-c2ccccc2)n1. As a reaction SMILES: [C:24]([Br:25])([Br:26])([Br:27])[Br:28].[CH2:7]([Li:8])[CH2:9][CH2:10][CH3:11].[CH3:1][N:2]([CH2:3][CH2:4][OH:5])[CH3:6].[CH3:29][CH2:30][CH2:31][CH2:32][CH2:33][CH2:34][CH3:35].[OH2:36].[c:12]1(-[c:18]2[n:19][cH:20][cH:21][cH:22][cH:23]2)[cH:13][cH:14][cH:15][cH:16][cH:17]1>>[c:12]1(-[c:18]2[n:19][c:20]([Br:25])[cH:21][cH:22][cH:23]2)[cH:13][cH:14][cH:15][cH:16][cH:17]1. Starting materials: BrC(Br)(Br)Br, [Li]CCCC, CN(C)CCO, CCCCCCC, O, c1ccc(-c2ccccn2)cc1. Starting materials: COS(OCCNC=1OC2=C(N1)C=CC=C2)=O (sulfurous acid 2-(benzooxazol-2-ylamino)-ethyl ester methyl ester), COS(OCCNC=1OC2=C(N1)C=CC=C2)=O (sulfurous acid 2-(benzooxazol-2-ylamino)-ethyl ester methyl ester), OC1=CC=C(C=O)C=C1 (4-hydroxybenzaldehyde), [H-].[Na+] (sodium hydride). Solvent: CN(C)C=O (DMF), CN(C)C=O (DMF), CN(C)C=O (DMF). The product is O1C(=NC2=C1C=CC=C2)NCCOC2=CC=C(C=O)C=C2 (4-[2-(benzooxazol-2-ylamino)-ethoxy]-benzaldehyde). RXN SMILES: [OH:1][C:2]1[CH:9]=[CH:8][C:5]([CH:6]=[O:7])=[CH:4][CH:3]=1.[H-].[Na+].COS(=O)O[CH2:16][CH2:17][NH:18][C:19]1[O:20][C:21]2[CH:27]=[CH:26][CH:25]=[CH:24][C:22]=2[N:23]=1>CN(C=O)C>[O:20]1[C:21]2[CH:27]=[CH:26][CH:25]=[CH:24][C:22]=2[N:23]=[C:19]1[NH:18][CH2:17][CH2:16][O:1][C:2]1[CH:9]=[CH:8][C:5]([CH:6]=[O:7])=[CH:4][CH:3]=1 |f:1.2|. Procedure details: To a mixture of 4-hydroxybenzaldehyde (6.1 g, 50 mmol) in dry DMF (40 mL), was added sodium hydride (2.2 g, 55 mmol, 60% suspension) under stirring, in a nitrogen atmosphere at room temperature. The thick solution was diluted with dry DMF (20 mL). Sulfurous acid 2-(benzooxazol-2-ylamino)-ethyl ester methyl ester [compound of Step III] (14 g, 55 mmol) dissolved in dry DMF was added dropwise to the reaction mixture over a period of 20 min and the resulting mixture was heated to 80° C. for 1 hour. ...